Dataset: the Open Reaction Database (ORD), a public repository of structured organic reaction records. Task: describe an organic reaction: reactants, conditions, products, and yield Reactants: N1=C(C=CC2=CC=CC=C12)COC=1C=C(C(=O)O)C=CC1 (3-(2-quinolinylmethyloxy)benzoic acid), S(=O)(Cl)Cl (thionyl chloride). Product: N1=C(C=CC2=CC=CC=C12)COC=1C=C(C(=O)Cl)C=CC1 (3-(2-quinolinylmethyloxy)benzoic acid chloride). RXN SMILES: [N:1]1[C:10]2[C:5](=[CH:6][CH:7]=[CH:8][CH:9]=2)[CH:4]=[CH:3][C:2]=1[CH2:11][O:12][C:13]1[CH:14]=[C:15]([CH:19]=[CH:20][CH:21]=1)[C:16](O)=[O:17].S(Cl)([Cl:24])=O>>[N:1]1[C:10]2[C:5](=[CH:6][CH:7]=[CH:8][CH:9]=2)[CH:4]=[CH:3][C:2]=1[CH2:11][O:12][C:13]1[CH:14]=[C:15]([CH:19]=[CH:20][CH:21]=1)[C:16]([Cl:24])=[O:17]. Procedure: A mixture of 15.6 g (0.1 mol) of 3-(2-quinolinylmethyloxy)benzoic acid and 11.9 g (0.1 mol) of thionyl chloride is refluxed for 4 hours. The reaction mixture is then evaporated to dryness at room temperature and used directly in the next step. Starting materials: ClC1=CC=C(C=C1)NN=C1C(CCCC1)=NO (2-(4-chlorophenylhydrazono)-cyclohexanone oxime), aqueous solution, N1=CC=CC=C1 (pyridine), O1CCCC1 (tetrahydrofuran), cupric sulfate, resultant mixture. The solvent is O (water), O (water). Product: ClC1=CC=C(C=C1)N1N=C2C(=[N+]1[O-])CCCC2 (2-(4-chlorophenyl)-4,5,6,7-tetrahydro-1,2,3-benzotriazol-1-oxide). Yield: 12.6%. As a reaction SMILES: [Cl:1][C:2]1[CH:7]=[CH:6][C:5]([NH:8][N:9]=[C:10]2[CH2:15][CH2:14][CH2:13][CH2:12][C:11]2=[N:16][OH:17])=[CH:4][CH:3]=1.N1C=CC=CC=1.O1CCCC1>O>[Cl:1][C:2]1[CH:3]=[CH:4][C:5]([N:8]2[N+:16]([O-:17])=[C:11]3[CH2:12][CH2:13][CH2:14][CH2:15][C:10]3=[N:9]2)=[CH:6][CH:7]=1. Procedure: To a solution of 2-(4-chlorophenylhydrazono)-cyclohexanone oxime (1.6 g) in a mixture of 15% aqueous solution of pyridine (25 ml) and tetrahydrofuran (20 ml), a solution of cupric sulfate (CuSO4.5H2O) (2.5 g) in water (10 ml) was added at room temperature, and the resultant mixture was heated under reflux for 2 hours. After cooling, water was added to the mixture, which was then extracted with ethyl acetate. The extract was washed with a saturated aqueous cupric sulfate solution and water in ord...